From a dataset of the Open Reaction Database (ORD), a public repository of structured organic reaction records. describe an organic reaction: reactants, conditions, products, and yield Reactants: [OH-].[Na+] (sodium hydroxide), N1=CC(=CC2=CC=CC=C12)C=O (quinoline 3-carboxaldehyde), C(C)=O (acetaldehyde), C(C)(=O)OC(C)=O (Acetic anhydride), C(C)(=O)OC (methyl acetate). Solvent: CO (methanol), O (water). Conditions: temperature -10 celsius, time 30 minute. The product is N1=CC(=CC2=CC=CC=C12)C=CC=O (3-(3-quinolyl)propenal). Reaction SMILES: [N:1]1[C:10]2[C:5](=[CH:6][CH:7]=[CH:8][CH:9]=2)[CH:4]=[C:3]([CH:11]=O)[CH:2]=1.[CH:13](=[O:15])[CH3:14].[OH-].[Na+].C(OC(=O)C)(=O)C.C(OC)(=O)C>CO.O>[N:1]1[C:10]2[C:5](=[CH:6][CH:7]=[CH:8][CH:9]=2)[CH:4]=[C:3]([CH:11]=[CH:14][CH:13]=[O:15])[CH:2]=1 |f:2.3|. Procedure: To a 500-mL round-bottom flask, equipped with mechanical stirrer, dropping funnel and temperature bath was charged 30.9 g (0.2 mol) quinoline 3-carboxaldehyde and acetaldehyde (50 mL). The mixture was cooled to −10° C. and a solution of sodium hydroxide (500 mg) in methanol (8 mL) was added dropwise keeping the temperature below 10° C. The mixture was stirred at 0° C. for 30 min. Acetic anhydride (50 mL) was added and the mixture was heated to 70° C. (methyl acetate formed in the reaction was re... Reactants: C(CCC)[Sn](C1=CC=NC=C1)(CCCC)CCCC (4-Tri-n-butylstannylpyridine), BrC1=NC(=CC=C1)Br (2,6-dibromopyridine). Reagents/catalysts: C=1C=CC(=CC1)[P](C=2C=CC=CC2)(C=3C=CC=CC3)[Pd]([P](C=4C=CC=CC4)(C=5C=CC=CC5)C=6C=CC=CC6)([P](C=7C=CC=CC7)(C=8C=CC=CC8)C=9C=CC=CC9)[P](C=1C=CC=CC1)(C=1C=CC=CC1)C=1C=CC=CC1 (tetrakis(triphenylphosphine)palladium(0)). Solvent: O1CCCC1 (tetrahydrofuran). The product is BrC1=CC=CC(=N1)C1=CC=NC=C1 (6-bromo-2,4′-bipyridinyl). The yield is 53.8%. Reaction SMILES: C([Sn](CCCC)(CCCC)[C:6]1[CH:11]=[CH:10][N:9]=[CH:8][CH:7]=1)CCC.[Br:20][C:21]1[CH:26]=[CH:25][CH:24]=[C:23](Br)[N:22]=1>O1CCCC1.C1C=CC([P]([Pd]([P](C2C=CC=CC=2)(C2C=CC=CC=2)C2C=CC=CC=2)([P](C2C=CC=CC=2)(C2C=CC=CC=2)C2C=CC=CC=2)[P](C2C=CC=CC=2)(C2C=CC=CC=2)C2C=CC=CC=2)(C2C=CC=CC=2)C2C=CC=CC=2)=CC=1>[Br:20][C:21]1[N:22]=[C:23]([C:6]2[CH:7]=[CH:8][N:9]=[CH:10][CH:11]=2)[CH:24]=[CH:25][CH:26]=1 |^1:36,38,57,76|. Procedure: 4-Tri-n-butylstannylpyridine (3.30 g, 8.9 mmol) was added to a degassed and stirred solution of 2,6-dibromopyridine (2.00 g, 8.3 mmol) and tetrakis(triphenylphosphine)palladium(0) (5 mol %) in tetrahydrofuran (30 ml) under an atmosphere of nitrogen then heated to reflux for 48 h. Solvent was removed in vacuo and purification by chromatography on silica gel eluting with dichloromethane followed by trituration with isohexane gave 6-bromo-2,4′-bipyridinyl (1.05 g) as a white solid: δH (400 MHz, CDC... Reactants: Cl (Hydrochloric acid), BrC1=C(C=CC=C1)F (1-bromo-2-fluorobenzene), C[Si](C)(C)Cl (trimethylsilyl chloride), C(C)(C)[N-]C(C)C.[Li+] (lithium diisopropylamide). Reported procedure: To a solution of 1-bromo-2-fluorobenzene (2.0 g, 11.42 mmol) and trimethylsilyl chloride (5.79 ml, 45.69 mmol) in dry tetrahydrofurane (30 ml) at −78° C., under nitrogen, lithium diisopropylamide (2 M in hexane, 28 ml, 12.56 mmol) was added dropwise. The mixture was stirred for 1 h and then brought to ambient temperature. 10% Hydrochloric acid (100 ml) was added and the mixture was extracted with ethyl acetate (3×100 ml). The combined organic phases was dried (MgSO4), filtered and evaporated to ... As a reaction SMILES: [Br:1][C:2]1[CH:7]=[CH:6][CH:5]=[CH:4][C:3]=1[F:8].[CH3:9][Si:10](Cl)([CH3:12])[CH3:11].C([N-]C(C)C)(C)C.[Li+].Cl>O1CCCC1>[CH3:9][Si:10]([CH3:12])([CH3:11])[C:4]1[C:3]([F:8])=[C:2]([Br:1])[CH:7]=[CH:6][CH:5]=1 |f:2.3|. The solvent is O1CCCC1 (tetrahydrofurane). Conditions: time 1 hour. The yield is 81.5%. The product is C[Si](C=1C(=C(C=CC1)Br)F)(C)C (3-TRIMETHYLSILYL-2-FLUOROBROMOBENZENE). Starting materials: O1[C@@H](C1)COC1=C2C=CNC2=CC=C1 ((S)-(+)-4-(oxiranylmethoxy)-1H-indole), tan powder, C(C(=O)O)(=O)O (oxalic acid), ClC1=CC=CC=2SC(=CC21)C=2CCNCC2 (4-chloro-2-(1,2,3,6-tetrahydropyridin-4-yl)benzo[b]thiophene), C(C)O (ethanol). The solvent is C(C)(=O)OCC (ethyl acetate). Yields the product C(C(=O)O)(=O)O.ClC1=CC=CC=2SC(=CC21)C=2CCN(CC2)C[C@@H](COC2=C1C=CNC1=CC=C2)O ((2S)-(-)-3-[4-(4-chloro-2-benzo[b]thiophenyl)-1,2,3,6-tetrahydropyridin-1-yl]-1-(4-indolyloxy)-2-propanol ethanedioate). RXN SMILES: [O:1]1[CH2:3][C@H:2]1[CH2:4][O:5][C:6]1[CH:14]=[CH:13][CH:12]=[C:11]2[C:7]=1[CH:8]=[CH:9][NH:10]2.[Cl:15][C:16]1[C:24]2[CH:23]=[C:22]([C:25]3[CH2:26][CH2:27][NH:28][CH2:29][CH:30]=3)[S:21][C:20]=2[CH:19]=[CH:18][CH:17]=1.C(O)C.[C:34]([OH:39])(=[O:38])[C:35]([OH:37])=[O:36]>C(OCC)(=O)C>[C:34]([OH:39])(=[O:38])[C:35]([OH:37])=[O:36].[Cl:15][C:16]1[C:24]2[CH:23]=[C:22]([C:25]3[CH2:26][CH2:27][N:28]([CH2:3][C@H:2]([OH:1])[CH2:4][O:5][C:6]4[CH:14]=[CH:13][CH:12]=[C:11]5[C:7]=4[CH:8]=[CH:9][NH:10]5)[CH2:29][CH:30]=3)[S:21][C:20]=2[CH:19]=[CH:18][CH:17]=1 |f:5.6|. Procedure: The title compound was prepared in a fashion similar to that described in Example 1 using (S)-(+)-4-(oxiranylmethoxy)-1H-indole (0.129 g, 0.068 mmol) and 4-chloro-2-(1,2,3,6-tetrahydropyridin-4-yl)benzo[b]thiophene (0.170 g, 0.068 mmol) using ethanol as reaction solvent. Yield 0.105 g (34%) of a tan powder. FDMS m/e=438 (M+ of free base). A sample was dissolved in ethyl acetate and treated with 1.0 equivalent of oxalic acid and evaporated to an orange powder. mp 138°-142° C. (dec) α[D]589 =-5.3(... The reactants are OCCCBr, O=C([O-])[O-], CCC(C)=O, [K+], [K+], Oc1cccc2sccc12. The product is OCCCOc1cccc2sccc12. As a reaction SMILES: [Br:1][CH2:2][CH2:3][CH2:4][OH:5].[C:16](=[O:17])([O-:18])[O-:19].[CH3:22][C:23](=[O:24])[CH2:25][CH3:26].[K+:20].[K+:21].[OH:6][c:7]1[cH:8][cH:9][cH:10][c:11]2[s:12][cH:13][cH:14][c:15]12>>[CH2:2]([CH2:3][CH2:4][OH:5])[O:6][c:7]1[cH:8][cH:9][cH:10][c:11]2[s:12][cH:13][cH:14][c:15]12. Reactants: COC(=O)CC(c1ccccc1)N1CC(N2C(=O)c3ccccc3C2=O)C1=O, CN(C)CCCN, CO, CCOC(C)=O, ClC(Cl)Cl. Product: COC(=O)CC(c1ccccc1)N1CC(N)C1=O. Reaction SMILES: [C:1]1(=[O:2])[N:5]([CH:6]2[C:7](=[O:22])[N:8]([CH:10]([CH2:11][C:12](=[O:13])[O:14][CH3:15])[c:16]3[cH:17][cH:18][cH:19][cH:20][cH:21]3)[CH2:9]2)[C:3](=[O:4])[c:23]2[cH:24][cH:25][cH:26][cH:27][c:28]21.[CH3:29][N:30]([CH3:31])[CH2:32][CH2:33][CH2:34][NH2:35].[CH3:36][OH:37].[CH3:42][CH2:43][O:44][C:45](=[O:46])[CH3:47].[CH:38]([Cl:39])([Cl:40])[Cl:41]>>[NH2:5][CH:6]1[C:7](=[O:22])[N:8]([CH:10]([CH2:11][C:12](=[O:13])[O:14][CH3:15])[c:16]2[cH:17][cH:18][cH:19][cH:20][cH:21]2)[CH2:9]1. The reactants are CC1CNCCO1, CCN(C(C)C)C(C)C, CC(C(=O)O)N1CCC(NS(=O)(=O)c2ccc3cc(Cl)ccc3c2)C1=O, ClCCl, CN(C)C=O. Product: CC1CN(C(=O)C(C)N2CCC(NS(=O)(=O)c3ccc4cc(Cl)ccc4c3)C2=O)CCO1. As a reaction SMILES: [CH3:27][CH:28]1[O:29][CH2:30][CH2:31][NH:32][CH2:33]1.[CH:42]([N:43]([CH2:44][CH3:45])[CH:46]([CH3:47])[CH3:48])([CH3:49])[CH3:50].[Cl:1][c:2]1[cH:3][c:4]2[cH:5][cH:6][c:7]([S:12](=[O:13])(=[O:14])[NH:15][CH:16]3[C:17](=[O:26])[N:18]([CH:21]([C:22](=[O:23])[OH:24])[CH3:25])[CH2:19][CH2:20]3)[cH:8][c:9]2[cH:10][cH:11]1.[Cl:34][CH2:35][Cl:36].[O:37]=[CH:38][N:39]([CH3:40])[CH3:41]>>[Cl:1][c:2]1[cH:3][c:4]2[cH:5][cH:6][c:7]([S:12](=[O:13])(=[O:14])[NH:15][CH:16]3[C:17](=[O:26])[N:18]([CH:21]([C:22](=[O:24])[N:32]4[CH2:31][CH2:30][O:29][CH:28]([CH3:27])[CH2:33]4)[CH3:25])[CH2:19][CH2:20]3)[cH:8][c:9]2[cH:10][cH:11]1. Reactants: Br (hydrogen bromide), C1(=CCCC1)C(=O)O (cyclopentaencarboxylic acid), red phosphorus, BrBr (bromine). Solvent: O (water). Run at temperature 60 celsius, time 3 hour. Yields the product BrC1(CCCC1)C(=O)O (1-Bromo-1-cyclopentanecarboxylic acid). As a reaction SMILES: [C:1]1([C:6]([OH:8])=[O:7])[CH2:5][CH2:4][CH2:3][CH:2]=1.[Br:9]Br.Br>O>[Br:9][C:1]1([C:6]([OH:8])=[O:7])[CH2:5][CH2:4][CH2:3][CH2:2]1. Procedure details: 20 g (0.176 mol) of cyclopentaencarboxylic acid are mixed with red phosphorus (2.5 g). 17.9 ml (0.352 mol) of bromine are added dropwise thereto over the course of 2 hours; thereupon, a vigorous reaction is observed, with liberation of hydrogen bromide. The reaction contents are then stirred for 3 hours at 60°C. The oil, which shows a heavy dark coloration, is cooled and poured into water and the resulting reaction mixture is extracted three times with ether. The collected ether phases are washe... Reactants: CCOC(C)=O, CCOC(=O)c1n[nH]c(C)c1Cl, CCCCCC, COc1cc(N2CCN(C(=O)CCl)CC2)ccc1Cl, [K+], [K+], O=C([O-])[O-], CN(C)C=O. Yields the product CCOC(=O)c1nn(CC(=O)N2CCN(c3ccc(Cl)c(OC)c3)CC2)c(C)c1Cl. As a reaction SMILES: [C:43]([O:44][CH2:45][CH3:46])(=[O:47])[CH3:48].[CH2:1]([CH3:2])[O:3][C:4](=[O:5])[c:6]1[n:7][nH:8][c:9]([CH3:12])[c:10]1[Cl:11].[CH3:49][CH2:50][CH2:51][CH2:52][CH2:53][CH3:54].[Cl:19][CH2:20][C:21](=[O:22])[N:23]1[CH2:24][CH2:25][N:26]([c:29]2[cH:30][c:31]([O:36][CH3:37])[c:32]([Cl:35])[cH:33][cH:34]2)[CH2:27][CH2:28]1.[K+:13].[K+:14].[O-:15][C:16]([O-:17])=[O:18].[O:38]=[CH:39][N:40]([CH3:41])[CH3:42]>>[CH2:1]([CH3:2])[O:3][C:4](=[O:5])[c:6]1[n:7][n:8]([CH2:20][C:21](=[O:22])[N:23]2[CH2:24][CH2:25][N:26]([c:29]3[cH:30][c:31]([O:36][CH3:37])[c:32]([Cl:35])[cH:33][cH:34]3)[CH2:27][CH2:28]2)[c:9]([CH3:12])[c:10]1[Cl:11].